This data is from the Open Reaction Database (ORD), a public repository of structured organic reaction records. The task is: describe an organic reaction: reactants, conditions, products, and yield The reactants are [Na].OCOP(=O)C(CCC(=O)OC)=O (Methyl 4-(hydroxymethoxyphosphinyl)-4-oxobutanoate sodium salt), C(=O)O (formic acid). Yields the product [Na].O=C(CCC(=O)OC)P(=O)(O)O (Methyl 4-oxo-4-phosphonobutanoate monosodium salt). As a reaction SMILES: [Na:1].OC[O:4][PH:5]([C:7](=[O:14])[CH2:8][CH2:9][C:10]([O:12][CH3:13])=[O:11])=[O:6].C(O)=[O:16]>>[Na:1].[O:14]=[C:7]([P:5]([OH:4])([OH:6])=[O:16])[CH2:8][CH2:9][C:10]([O:12][CH3:13])=[O:11] |f:0.1,3.4,^1:0,17|. Reported procedure: A solution of the product of Example 9 (5.0 g, 0.0215 mol) in formic acid (50 ml) was refluxed for 21/2 hours. The solution was evaporated in vacuo. Toluene (~25 ml) was added to the residue and was evaporated to dryness. This procedure was repeated twice. The NMR spectrum was consistent with the proposed structure. Starting materials: N1C([C@@]2(C3=CC=CC=C13)COC1=CC3=C(OCCO3)C=C12)=O ((R)-2,3-dihydrospiro[furo[2,3-g][1,4]benzodioxine-8,3′-indol]-2′(1′H)-one), N1C([C@]2(C3=CC=CC=C13)COC1=CC3=C(OCCO3)C=C12)=O ((S)-2,3-dihydrospiro[furo[2,3-g][1,4]benzodioxine-8,3′-indol]-2′(1′H)-one). Product: C(CCCC)N1C([C@@]2(C3=CC=CC=C13)COC1=CC3=C(OCCO3)C=C12)=O ((R)-1′-pentyl-2,3-dihydrospiro[furo[2,3-g][1,4]benzodioxine-8,3′-indol]-2′(1′H)-one). As a reaction SMILES: [NH:1]1[C:9]2[C:4](=[CH:5][CH:6]=[CH:7][CH:8]=2)[C@:3]2([C:21]3[C:12](=[CH:13][C:14]4[O:19][CH2:18][CH2:17][O:16][C:15]=4[CH:20]=3)[O:11][CH2:10]2)[C:2]1=[O:22].N1C2[C:26](=[CH:27]C=CC=2)[C@@:25]2([C:43]3C(=CC4OCCOC=4[CH:42]=3)OC2)C1=O>>[CH2:27]([N:1]1[C:9]2[C:4](=[CH:5][CH:6]=[CH:7][CH:8]=2)[C@:3]2([C:21]3[C:12](=[CH:13][C:14]4[O:19][CH2:18][CH2:17][O:16][C:15]=4[CH:20]=3)[O:11][CH2:10]2)[C:2]1=[O:22])[CH2:26][CH2:25][CH2:43][CH3:42]. Procedure: Following the procedure as described in EXAMPLE 7.3 and making non-critical variations using (R)-2,3-dihydrospiro[furo[2,3-g][1,4]benzodioxine-8,3′-indol]-2′(1′H)-one to replace (S)-2,3-dihydrospiro[furo[2,3-g][1,4]benzodioxine-8,3′-indol]-2′(1′H)-one, (R)-1′-pentyl-2,3-dihydrospiro[furo[2,3-g][1,4]benzodioxine-8,3′-indol]-2′(1′H)-one was obtained (74%) as a colorless solid: 1H NMR (300 MHz, CDCl3) δ 7.25-7.30 (m, 1H), 7.16-7.11 (m, 1H), 6.99-7.04 (m, 1H), 6.89 (d, J=7.8 Hz, 1H), 6.47 (s, 1H), 6... The reactants are [H-].[Al+3].[Li+].[H-].[H-].[H-] (Lithium aluminium hydride), C1(=CC=CC=C1)C=1C=C(C=NC1)C(=O)OCC (ethyl 5-phenyl-3-pyridinecarboxylate), O.O.O.O.O.O.O.O.O.O.S(=O)(=O)([O-])[O-].[Na+].[Na+] (Sodium sulfate decahydrate). The solvent is O1CCCC1 (tetrahydrofuran). Run at time 30 minute. Yields the product C1(=CC=CC=C1)C=1C=C(C=NC1)CO (5-phenyl-3-pyridylmethanol). Isolated yield 68.8%. Reaction SMILES: [H-].[Al+3].[Li+].[H-].[H-].[H-].[C:7]1([C:13]2[CH:14]=[C:15]([C:19](OCC)=[O:20])[CH:16]=[N:17][CH:18]=2)[CH:12]=[CH:11][CH:10]=[CH:9][CH:8]=1.O.O.O.O.O.O.O.O.O.O.S([O-])([O-])(=O)=O.[Na+].[Na+]>O1CCCC1>[C:7]1([C:13]2[CH:14]=[C:15]([CH2:19][OH:20])[CH:16]=[N:17][CH:18]=2)[CH:8]=[CH:9][CH:10]=[CH:11][CH:12]=1 |f:0.1.2.3.4.5,7.8.9.10.11.12.13.14.15.16.17.18.19|. Procedure details: Lithium aluminium hydride (1.45 g) was added to a solution of ethyl 5-phenyl-3-pyridinecarboxylate (8.60 g) in tetrahydrofuran (100 ml) at 0° C., which was stirred at room temperature for 30 minutes. Sodium sulfate decahydrate (13.40 g) was added to the reaction mixture, which was stirred at room temperature for 30 minutes. The precipitate was removed by filtration, and the filtrate was concentrated. The resulting colorless crystals were collected by filtration to obtain 5-phenyl-3-pyridylmethan... Reactants: COC(=O)C(Cc1ccc(-c2ccc(C#N)cc2)cc1)NC(=O)C1Cc2cc3c(cc2CN1S(=O)(=O)c1sc(NC(C)=O)nc1C)OC(c1ccc(OCc2ccc(C)c(Cl)c2)cc1)CO3, ICC1CCCC1. Product: COC(=O)C(Cc1ccc(-c2ccc(C#N)cc2)cc1)NC(=O)C1Cc2cc3c(cc2CN1S(=O)(=O)c1sc(N(CC2CCCC2)C(C)=O)nc1C)OC(c1ccc(OCc2ccc(C)c(Cl)c2)cc1)CO3. Reaction SMILES: [CH3:1][O:2][C:3]([CH:4]([CH2:5][c:6]1[cH:7][cH:8][c:9](-[c:12]2[cH:13][cH:14][c:15]([C:18]#[N:19])[cH:16][cH:17]2)[cH:10][cH:11]1)[NH:20][C:21](=[O:22])[CH:23]1[N:24]([S:53](=[O:54])(=[O:55])[c:56]2[c:57]([CH3:65])[n:58][c:59]([NH:61][C:62]([CH3:63])=[O:64])[s:60]2)[CH2:25][c:26]2[cH:27][c:28]3[c:29]([cH:30][c:31]2[CH2:32]1)[O:33][CH2:34][CH:35]([c:37]1[cH:38][cH:39][c:40]([O:43][CH2:44][c:45]2[cH:46][c:47]([Cl:52])[c:48]([CH3:51])[cH:49][cH:50]2)[cH:41][cH:42]1)[O:36]3)=[O:66].[I:67][CH2:68][CH:69]1[CH2:70][CH2:71][CH2:72][CH2:73]1>>[CH3:1][O:2][C:3]([CH:4]([CH2:5][c:6]1[cH:7][cH:8][c:9](-[c:12]2[cH:13][cH:14][c:15]([C:18]#[N:19])[cH:16][cH:17]2)[cH:10][cH:11]1)[NH:20][C:21](=[O:22])[CH:23]1[N:24]([S:53](=[O:54])(=[O:55])[c:56]2[c:57]([CH3:65])[n:58][c:59]([N:61]([C:62]([CH3:63])=[O:64])[CH2:68][CH:69]3[CH2:70][CH2:71][CH2:72][CH2:73]3)[s:60]2)[CH2:25][c:26]2[cH:27][c:28]3[c:29]([cH:30][c:31]2[CH2:32]1)[O:33][CH2:34][CH:35]([c:37]1[cH:38][cH:39][c:40]([O:43][CH2:44][c:45]2[cH:46][c:47]([Cl:52])[c:48]([CH3:51])[cH:49][cH:50]2)[cH:41][cH:42]1)[O:36]3)=[O:66].